describe an organic reaction: reactants, conditions, products, and yield From a dataset of the Open Reaction Database (ORD), a public repository of structured organic reaction records. Starting materials: [Si](C)(C)(C(C)(C)C)OCC=1N(C=C(N1)C(=O)N[C@H](CN1N=C(C=C1)C1=CC(=C(C=C1)C#N)Cl)C)COCC[Si](C)(C)C ((S)-2-((tert-Butyldimethylsilyloxy)methyl)-N-(1-(3-(3-chloro-4-cyanophenyl)-1H-pyrazol-1-yl)propan-2-yl)-1-((2-(trimethylsilyl)ethoxy)methyl)-1H-imidazole-4-carboxamide). The solvent is Cl (HCl). Product: Cl.ClC=1C=C(C=CC1C#N)C1=NN(C=C1)C[C@H](C)NC(=O)C=1N=C(NC1)CO ((S)—N-(1-(3-(3-Chloro-4-cyanophenyl)-1H-pyrazol-1-yl)propan-2-yl)-2-(hydroxymethyl)-1H-imidazole-4-carboxamide hydrochloride). Reaction SMILES: [Si]([O:8][CH2:9][C:10]1[N:11](COCC[Si](C)(C)C)[CH:12]=[C:13]([C:15]([NH:17][C@@H:18]([CH3:34])[CH2:19][N:20]2[CH:24]=[CH:23][C:22]([C:25]3[CH:30]=[CH:29][C:28]([C:31]#[N:32])=[C:27]([Cl:33])[CH:26]=3)=[N:21]2)=[O:16])[N:14]=1)(C(C)(C)C)(C)C>Cl>[ClH:33].[Cl:33][C:27]1[CH:26]=[C:25]([C:22]2[CH:23]=[CH:24][N:20]([CH2:19][C@@H:18]([NH:17][C:15]([C:13]3[N:14]=[C:10]([CH2:9][OH:8])[NH:11][CH:12]=3)=[O:16])[CH3:34])[N:21]=2)[CH:30]=[CH:29][C:28]=1[C:31]#[N:32] |f:2.3|. Reported procedure: (S)-2-((tert-Butyldimethylsilyloxy)methyl)-N-(1-(3-(3-chloro-4-cyanophenyl)-1H-pyrazol-1-yl)propan-2-yl)-1-((2-(trimethylsilyl)ethoxy)methyl)-1H-imidazole-4-carboxamide (0.4 g, 15.9 mmol) in 6 N HCl (25 ml) was stirred at 45° C. for 24 h. The resulting mixture was evaporated completely and triturated twice from diethyl ether. In the end all precipitates were combined. Yield 200 mg. 1H-NMR (400 MHz; DMSO-d6): δ 1.19 (d, 3H), 4.31-4.34 (m, 3H), 4.68 (s, 2H), 6.93 (s, 1H), 7.89-7.95 (m, 3H), 8.05 (... Reactants: C(CCC)C1=CC=C(C=C1)C#CC1=CC=C(CNCC2=CC=C(OCC(=O)OC)C=C2)C=C1 (methyl {4-[({4-[(4-butylphenyl)ethynyl]benzyl}amino)methyl]phenoxy}acetate), N1N=C(C2=CC=CC=C12)C(=O)O (1H-indazole-3-carboxylic acid). Yields the product C(CCC)C1=CC=C(C=C1)C#CC1=CC=C(CN(C(=O)C2=NNC3=CC=CC=C23)CC2=CC=C(OCC(=O)OC)C=C2)C=C1 (methyl (4-{[{4-[(4-butylphenyl)ethynyl]benzyl}(1H-indazol-3-ylcarbonyl)amino]methyl}phenoxy)acetate). Reaction SMILES: [CH2:1]([C:5]1[CH:10]=[CH:9][C:8]([C:11]#[C:12][C:13]2[CH:33]=[CH:32][C:16]([CH2:17][NH:18][CH2:19][C:20]3[CH:31]=[CH:30][C:23]([O:24][CH2:25][C:26]([O:28][CH3:29])=[O:27])=[CH:22][CH:21]=3)=[CH:15][CH:14]=2)=[CH:7][CH:6]=1)[CH2:2][CH2:3][CH3:4].[NH:34]1[C:42]2[C:37](=[CH:38][CH:39]=[CH:40][CH:41]=2)[C:36]([C:43](O)=[O:44])=[N:35]1>>[CH2:1]([C:5]1[CH:6]=[CH:7][C:8]([C:11]#[C:12][C:13]2[CH:14]=[CH:15][C:16]([CH2:17][N:18]([CH2:19][C:20]3[CH:21]=[CH:22][C:23]([O:24][CH2:25][C:26]([O:28][CH3:29])=[O:27])=[CH:30][CH:31]=3)[C:43]([C:36]3[C:37]4[C:42](=[CH:41][CH:40]=[CH:39][CH:38]=4)[NH:34][N:35]=3)=[O:44])=[CH:32][CH:33]=2)=[CH:9][CH:10]=1)[CH2:2][CH2:3][CH3:4]. Procedure: The titled compound was prepared following the procedure H using methyl {4-[({4-[(4-butylphenyl)ethynyl]benzyl}amino)methyl]phenoxy}acetate and 1H-indazole-3-carboxylic acid as a yellow oil (55%). 1H NMR (MeOD, 300 MHz) δ 8.05 (m, 1H), 7.17-7.56 (m, 13H), 6.88 (m, 2H), 5.06 (s, 1H), 5.02 (s, 1H), 4.68 (m, 4H), 3.76 (s, 3H), 2.62 (t, J=7.4 Hz, 2H), 1.60 (m, 2H), 1.34 (m, 2H), 0.94 (t, J=7.4 Hz, 3H). M− (ESI): 584.4; M+ (ESI): 5.86.3. HPLC, Rt: 5.49 min (Purity: 84.1%). Starting materials: ClC1=CC(=CC=C1)C(=O)OO (m-chloroperbenzoic acid), COCCOC1=NC(=CC(=C1[N+](=O)[O-])SC)C (2-[(2-methoxyethyl)oxy]-6-methyl-4-methylthio-3-nitropyridine), S(=O)([O-])[O-].[Na+].[Na+] (sodium sulfite), ClC1=CC(=CC=C1)C(=O)OO (m-Chloroperbenzoic acid). Run in ClCCl (dichloromethane). Reaction conditions: time 12 hour. Yields the product COCCOC1=NC(=CC(=C1[N+](=O)[O-])S(=O)C)C (2-[(2-methoxyethyl)oxy]-6-methyl-4-methylsulfinyl-3-nitropyridine). Reaction SMILES: [CH3:1][O:2][CH2:3][CH2:4][O:5][C:6]1[C:11]([N+:12]([O-:14])=[O:13])=[C:10]([S:15][CH3:16])[CH:9]=[C:8]([CH3:17])[N:7]=1.ClC1C=CC=C(C(OO)=[O:26])C=1.S([O-])([O-])=O.[Na+].[Na+]>ClCCl>[CH3:1][O:2][CH2:3][CH2:4][O:5][C:6]1[C:11]([N+:12]([O-:14])=[O:13])=[C:10]([S:15]([CH3:16])=[O:26])[CH:9]=[C:8]([CH3:17])[N:7]=1 |f:2.3.4|. Procedure: 2-[(2-methoxyethyl)oxy]-6-methyl-4-methylthio-3-nitropyridine (2.00 g, 7.74 mmol) was dissolved in dichloromethane (25 mL). m-Chloroperbenzoic acid (60%, 5.0 g, 17.38 mmol) was added to the solution, followed by stirring at room temperature for 12 hours. Saturated aqueous sodium sulfite was added to the reaction mixture, followed by stirring for 1.5 hours so that excessive m-chloroperbenzoic acid was deactivated. The organic layer was washed with saturated brine, followed by drying over sodium s... Reactants: CCN(C(C)C)C(C)C, O=C(Cl)OCc1ccccc1, ClCCl, [Na+], O=C([O-])O, Nc1cccc(N)c1. The product is Nc1cccc(NC(=O)OCc2ccccc2)c1. RXN SMILES: [CH:9]([N:10]([CH2:11][CH3:12])[CH:13]([CH3:14])[CH3:15])([CH3:16])[CH3:17].[Cl:18][C:19](=[O:20])[O:21][CH2:22][c:23]1[cH:24][cH:25][cH:26][cH:27][cH:28]1.[Cl:34][CH2:35][Cl:36].[Na+:33].[O-:29][C:30]([OH:31])=[O:32].[c:1]1([NH2:8])[cH:2][c:3]([NH2:7])[cH:4][cH:5][cH:6]1>>[c:1]1([NH:8][C:19](=[O:20])[O:21][CH2:22][c:23]2[cH:24][cH:25][cH:26][cH:27][cH:28]2)[cH:2][c:3]([NH2:7])[cH:4][cH:5][cH:6]1. Starting materials: Cl (hydrochloric acid), crude product, [BH4-].[Na+] (sodium borohydride), OC1=C(C=O)C=CC=C1 (2-hydroxybenzaldehyde), C([O-])([O-])=O.[K+].[K+] (potassium carbonate), C(CC(O)(C(=O)O)CC(=O)O)(=O)O (citric acid). Solvent: CO (methanol), CN(C=O)C (dimethylformamide), BrC(C)C (2-bromopropane). Reaction conditions: time 8 hour. Product: C(C)(C)OC1=C(C=CC=C1)CO ((2-isopropoxyphenyl)methanol). As a reaction SMILES: [OH:1][C:2]1[CH:9]=[CH:8][CH:7]=[CH:6][C:3]=1[CH:4]=[O:5].C(=O)([O-])[O-].[K+].[K+].Cl.[BH4-].[Na+].[C:19](O)(=O)[CH2:20][C:21](CC(O)=O)(C(O)=O)O>CN(C)C=O.BrC(C)C.CO>[CH:20]([O:1][C:2]1[CH:9]=[CH:8][CH:7]=[CH:6][C:3]=1[CH2:4][OH:5])([CH3:21])[CH3:19] |f:1.2.3,5.6|. Procedure: To a solution of 2-hydroxybenzaldehyde (0.5 ml) in dimethylformamide (5 ml), 1.35 ml of 2-bromopropane and 1.98 g of potassium carbonate were added, and the reaction solution was stirred overnight at room temperature. To the reaction solution was added 1N hydrochloric acid, and the mixture was extracted with ethyl acetate. The combined organic layers were washed with a saturated saline solution and dried over anhydrous sodium sulfate. The solvent was distilled off under reduced pressure to affor... The reactants are C=1C=CC2=C(C1)C(=O)NC=N2 (quinazolinone), P(=O)(Cl)(Cl)Cl (phosphorous oxychloride), C([O-])([O-])=O.[Na+].[Na+] (sodium carbonate). Yields the product ClC1=NC2=CC=CC=C2C=N1 (chloroquinazoline). Reaction SMILES: [CH:1]1[CH:2]=[CH:3][C:4]2[N:11]=[CH:10][NH:9][C:7](=O)[C:5]=2[CH:6]=1.C(=O)([O-])[O-].[Na+].[Na+].P(Cl)(Cl)([Cl:20])=O>>[Cl:20][C:10]1[N:9]=[CH:7][C:5]2[C:4](=[CH:3][CH:2]=[CH:1][CH:6]=2)[N:11]=1 |f:1.2.3|. Reported procedure: A portion of the quinazolinone (4.46 gm, 0.02 moles) was refluxed in phosphorous oxychloride (20 mL) for one hour. After cooling, the solution was carefully poured into cold 20% sodium carbonate solution (500 mL). The solid chloroquinazoline was isolated by filtration, washed with water and dissolved in methylene chloride (400 mL). The solution was dried over magnesium sulfate, filtered and stripped to give the chloroquinazoline as a pale yellow solid in a yield of 3.7 gm, 76.5%. The 4-chloroqui...